This data is from the Open Reaction Database (ORD), a public repository of structured organic reaction records. The task is: describe an organic reaction: reactants, conditions, products, and yield Starting materials: CC(=O)C1=CC=C(C=C1)OCC2=CC=CC=C2 (4-benzyloxyacetophenone), [H-].[Na+] (NaH), Cl (HCl), C(C(=O)OCC)(=O)OCC (diethyl oxalate). The solvent is CN(C)C=O (DMF). Reaction conditions: time 45 minute. The product is O\C(\C(=O)OCC)=C/C(C1=CC=C(C=C1)OCC1=CC=CC=C1)=O (Ethyl (2Z)-2-hydroxy-4-oxo-4-(4-benzyloxyphenyl)-2-butenoate). The yield is 100.2%. As a reaction SMILES: [CH3:1][C:2]([C:4]1[CH:9]=[CH:8][C:7]([O:10][CH2:11][C:12]2[CH:17]=[CH:16][CH:15]=[CH:14][CH:13]=2)=[CH:6][CH:5]=1)=[O:3].[H-].[Na+].[C:20](OCC)(=[O:26])[C:21]([O:23][CH2:24][CH3:25])=[O:22].Cl>CN(C=O)C>[OH:26]/[C:20](=[CH:1]\[C:2](=[O:3])[C:4]1[CH:9]=[CH:8][C:7]([O:10][CH2:11][C:12]2[CH:17]=[CH:16][CH:15]=[CH:14][CH:13]=2)=[CH:6][CH:5]=1)/[C:21]([O:23][CH2:24][CH3:25])=[O:22] |f:1.2|. Procedure: To a solution of 4-benzyloxyacetophenone 1.1 (20.0 g, 88.4 mmol) in DMF (100 ml) at rt, was added NaH (60% in oil, 4.26 g, 106 mmol). The mixture was stirred at rt for 45 min, cooled to 0° C., and diethyl oxalate (14.4 ml, 106 mmol) was added dropwise, and the suspension warmed to rt and stirred for 17 h. The reaction mixture was poured over a mixture of ice and 1N HCl and the suspension stirred for 30 min, filtered, and the solid rinsed with water and dried to afford 28.9 g of the butenoate 1.2...